Dataset: the Open Reaction Database (ORD), a public repository of structured organic reaction records. Task: describe an organic reaction: reactants, conditions, products, and yield Starting materials: N,N'-Carbonyldiimidazole, COC=1C=C(C(=O)O)C=CC1OC (3,4-dimethoxybenzoic acid), NC1CC(=O)NCCC1 (3-amino-ε-caprolactam). The solvent is C1CCOC1 (THF). Conditions: time 30 minute. Yields the product COC=1C=C(C(=O)NC2CC(=O)NCCC2)C=CC1OC (3-(3,4-Dimethoxybenzoyl)amino-ε-caprolactam). Yield: 53.0%. As a reaction SMILES: [CH3:1][O:2][C:3]1[CH:4]=[C:5]([CH:9]=[CH:10][C:11]=1[O:12][CH3:13])[C:6]([OH:8])=O.[NH2:14][CH:15]1[CH2:22][CH2:21][CH2:20][NH:19][C:17](=[O:18])[CH2:16]1>C1COCC1>[CH3:1][O:2][C:3]1[CH:4]=[C:5]([CH:9]=[CH:10][C:11]=1[O:12][CH3:13])[C:6]([NH:14][CH:15]1[CH2:22][CH2:21][CH2:20][NH:19][C:17](=[O:18])[CH2:16]1)=[O:8]. Reported procedure: N,N'-Carbonyldiimidazole (9.79 g) was added to a solution of 3,4-dimethoxybenzoic acid (10.0 g) in THF (300 ml) and the whole was stirred for 30 mins. at room o temperature. Then, following by addition of 3-amino-ε-caprolactam (7.04 g), the mixture was stirred for 5 hrs. The resultant precipitate was collected by filtration, washed and dried under reduced pressure to give the title compound (8.5 g). This product used in the following reaction without purification. m.p. 190°-191°. Reactants: FC(CCCC(=O)O)(F)F (5,5,5-trifluoropentanoic acid), C(C(=O)Cl)(=O)Cl (oxalyl chloride), [Li]CCCC (n-BuLi), CC(C)[C@@H]1NC(OC1)=O ((4S)-4-(propan-2-yl)-1,3-oxazolidin-2-one), acid chloride. The reagents and catalysts are CN(C)C=O (DMF). Run in C(Cl)Cl (DCM), C1CCOC1 (THF), C1CCOC1 (THF). Run at temperature 0 celsius. Product: C(C)(C)[C@@H]1N(C(OC1)=O)C(CCCC(F)(F)F)=O ((S)-4-Isopropyl-3-(5,5,5-trifluoropentanoyl)oxazolidin-2-one). RXN SMILES: [F:1][C:2]([F:10])([F:9])[CH2:3][CH2:4][CH2:5][C:6]([OH:8])=O.C(Cl)(=O)C(Cl)=O.[CH3:17][CH:18]([C@H:20]1[CH2:24][O:23][C:22](=[O:25])[NH:21]1)[CH3:19].[Li]CCCC>C(Cl)Cl.CN(C=O)C.C1COCC1>[CH:18]([C@H:20]1[CH2:24][O:23][C:22](=[O:25])[N:21]1[C:6](=[O:8])[CH2:5][CH2:4][CH2:3][C:2]([F:1])([F:10])[F:9])([CH3:19])[CH3:17]. Procedure: To a stirred solution of 5,5,5-trifluoropentanoic acid (5.04 g, 32.3 mmol) in DCM (50 mL) and DMF (3 drops) was added oxalyl chloride (3.4 mL, 38.8 mmol) dropwise over 5 min. The solution was stirred until all bubbling subsided. The reaction mixture was concentrated under reduced pressure to give a pale yellow oil. To a separate flask, charged with a solution of (4S)-4-(propan-2-yl)-1,3-oxazolidin-2-one (4.18 g, 32.4 mmol) in THF (100 mL) at −78° C. was added n-BuLi (13.0 mL, 32.5 mmol, 2.5M in ... The reactants are BrB(Br)Br, COc1ccc(-c2ccc3c(c2)c2c(n3C)CCCC2)cc1, ClCCl. Product: Cn1c2c(c3cc(-c4ccc(O)cc4)ccc31)CCCC2. As a reaction SMILES: [B:23]([Br:24])([Br:25])[Br:26].[CH3:1][O:2][c:3]1[cH:4][cH:5][c:6](-[c:9]2[cH:10][c:11]3[c:12]4[c:17]([n:18]([CH3:22])[c:19]3[cH:20][cH:21]2)[CH2:16][CH2:15][CH2:14][CH2:13]4)[cH:7][cH:8]1.[Cl:27][CH2:28][Cl:29]>>[OH:2][c:3]1[cH:4][cH:5][c:6](-[c:9]2[cH:10][c:11]3[c:12]4[c:17]([n:18]([CH3:22])[c:19]3[cH:20][cH:21]2)[CH2:16][CH2:15][CH2:14][CH2:13]4)[cH:7][cH:8]1. Reactants: Cl (hydrochloric acid), solution, C(C)(C)(C)OC(=O)N1CCN(CC1)C1=CC(=C(C=C1)NC(CC12CC3CC(CC(C1)C3)C2)=O)C (4-[4-(2-(tricyclo[3.3.1.13,7]dec-1-yl)acetylamino)-3-methylphenyl]-piperazine-1-carboxylic acid tert-butyl ester). The solvent is O1CCOCC1 (dioxane), CO (methanol). Run at time 14 hour. Yields the product Cl.Cl.CC1=C(C=CC(=C1)N1CCNCC1)NC(CC12CC3CC(CC(C1)C3)C2)=O (N-(2-Methyl-4-piperazin-1-ylphenyl)-2-(tricyclo[3.3.1.13,7]dec-1-yl)acetamide, dihydrochloride salt). RXN SMILES: C(OC([N:8]1[CH2:13][CH2:12][N:11]([C:14]2[CH:19]=[CH:18][C:17]([NH:20][C:21](=[O:33])[CH2:22][C:23]34[CH2:32][CH:27]5[CH2:28][CH:29]([CH2:31][CH:25]([CH2:26]5)[CH2:24]3)[CH2:30]4)=[C:16]([CH3:34])[CH:15]=2)[CH2:10][CH2:9]1)=O)(C)(C)C.[ClH:35]>CO.O1CCOCC1>[ClH:35].[ClH:35].[CH3:34][C:16]1[CH:15]=[C:14]([N:11]2[CH2:12][CH2:13][NH:8][CH2:9][CH2:10]2)[CH:19]=[CH:18][C:17]=1[NH:20][C:21](=[O:33])[CH2:22][C:23]12[CH2:30][CH:29]3[CH2:31][CH:25]([CH2:26][CH:27]([CH2:28]3)[CH2:32]1)[CH2:24]2 |f:4.5.6|. Procedure details: 4-[4-(2-(tricyclo[3.3.1.13,7]dec-1-yl)acetylamino)-3-methylphenyl]-piperazine-1-carboxylic acid tert-butyl ester (0.05 g, Example 36c) was dissolved in methanol (2 ml) and hydrochloric acid (0.5 ml of a 4N solution in dioxane) was added. After stirring at room temperature for 14 h, the mixture was evaporated to 2/3 original volume under reduced pressure. Diethyl ether was gradually added to the solution and the resulting precipitate collected by filtration, washed with diethyl ether and dried in... The reactants are CN(C(=O)C=1OC(=CC1)C(CBr)=O)C (N,N-dimethyl5-(2-bromoacetyl)furan-2-carboxamide), [OH-].[Na+] (sodium hydroxide), C(N)(=N)NC(=S)N (guanylthiourea), C(N)(=N)NC(=S)N (guanylthiourea). Solvent: CC(=O)C (acetone). Reaction conditions: time 3 day. Product: N(C(=N)N)C=1SC=C(N1)C=1OC(=CC1)C(N(C)C)=O (2-Guanidino-4-(5-[N,N-dimethylcarbamoyl]-2-furyl)thiazole). Isolated yield 17.9%. Reaction SMILES: [CH3:1][N:2]([CH3:14])[C:3]([C:5]1[O:6][C:7]([C:10](=O)[CH2:11]Br)=[CH:8][CH:9]=1)=[O:4].[C:15]([NH:18][C:19]([NH2:21])=[S:20])(=[NH:17])[NH2:16].[OH-].[Na+]>CC(C)=O>[NH:18]([C:19]1[S:20][CH:11]=[C:10]([C:7]2[O:6][C:5]([C:3](=[O:4])[N:2]([CH3:14])[CH3:1])=[CH:9][CH:8]=2)[N:21]=1)[C:15]([NH2:17])=[NH:16] |f:2.3|. Procedure details: A mixture of 2.6 g. (0.01 mole) of N,N-dimethyl5-(2-bromoacetyl)furan-2-carboxamide, 1.18 g. (0.01 mole) of guanylthiourea and 100 ml. of acetone was stirred at room temperature for 4 hours. An additional 354 mg. of guanylthiourea was added and stirring was continued for 3 days. The reaction mixture was filtered, and the residue was washed with acetone and then dissolved in water. The solution thus obtained was made alkaline using 10% sodium hydroxide solution and extracted with ethyl acetate. T... Reactants: C(=O)(O)[O-].[Na+] (NaHCO3), FC(C(CC#N)=O)(F)F (4,4,4-trifluoro-3-oxobutanenitrile), Cl.C1(=CC=CC=C1)NN (phenylhydrazine hydrochloride), O (water). The solvent is CCO (EtOH). Run at temperature 90 celsius. Yields the product C1(=CC=CC=C1)N1N=C(C=C1N)C(F)(F)F (1-phenyl-3-(trifluoromethyl)-1H-pyrazol-5-amine). The yield is 90.6%. Reaction SMILES: [F:1][C:2]([F:9])([F:8])[C:3](=O)[CH2:4][C:5]#[N:6].Cl.[C:11]1([NH:17][NH2:18])[CH:16]=[CH:15][CH:14]=[CH:13][CH:12]=1.O.C([O-])(O)=O.[Na+]>CCO>[C:11]1([N:17]2[C:5]([NH2:6])=[CH:4][C:3]([C:2]([F:9])([F:8])[F:1])=[N:18]2)[CH:16]=[CH:15][CH:14]=[CH:13][CH:12]=1 |f:1.2,4.5|. Procedure: A mixture of 4,4,4-trifluoro-3-oxobutanenitrile (2.056 g, 15 mmol) and phenylhydrazine hydrochloride (2.169 g, 15 mmol) in EtOH was heated at 90° C. for 8 hours. The reaction was quchened with water, basified with saturated NaHCO3 solution, and extracted with CH2Cl2. Extracts were dried over MgSO4, concentrated under reduced pressure, and dried under vacuum to afford 1-phenyl-3-(trifluoromethyl)-1H-pyrazol-5-amine as yellow solid (3.089 g, 91%). 1H NMR (300 MHz, CDCl3) δ 7.54 (m, 5H), 5.85 (s, 1... The reactants are CO, Cn1ncc(NC(=O)C(CCCNC(=O)OC(C)(C)C)NC(=O)OCc2ccccc2)c1N. RXN SMILES: [CH3:34][OH:35].[NH2:1][c:2]1[c:3]([NH:8][C:9](=[O:10])[CH:11]([CH2:12][CH2:13][CH2:14][NH:15][C:16]([O:17][C:18]([CH3:19])([CH3:20])[CH3:21])=[O:22])[NH:23][C:24](=[O:25])[O:26][CH2:27][c:28]2[cH:29][cH:30][cH:31][cH:32][cH:33]2)[cH:4][n:5][n:6]1[CH3:7]>>[NH2:1][c:2]1[c:3]([NH:8][C:9](=[O:10])[CH:11]([CH2:12][CH2:13][CH2:14][NH:15][C:16]([O:17][C:18]([CH3:19])([CH3:20])[CH3:21])=[O:22])[NH2:23])[cH:4][n:5][n:6]1[CH3:7]. Yields the product Cn1ncc(NC(=O)C(N)CCCNC(=O)OC(C)(C)C)c1N. The product is Fc1ccc2c(c1)OCc1ccccc1C2=CBr. The reactants are O=C1CCC(=O)N1Br, CCOC(=O)C=C1c2ccccc2COc2cc(F)ccc21, CC(=O)O, CC(C)O, [Li+], [OH-], O. RXN SMILES: [Br:29][N:30]1[C:31](=[O:32])[CH2:33][CH2:34][C:35]1=[O:36].[CH2:1]([O:2][C:3](=[O:4])[CH:5]=[C:6]1[c:7]2[c:8]([cH:17][c:18]([F:21])[cH:19][cH:20]2)[O:9][CH2:10][c:11]2[c:12]1[cH:13][cH:14][cH:15][cH:16]2)[CH3:22].[CH3:25][C:26](=[O:27])[OH:28].[CH:37]([OH:38])([CH3:39])[CH3:40].[Li+:23].[OH-:24].[OH2:41]>>[CH:5](=[C:6]1[c:7]2[c:8]([cH:17][c:18]([F:21])[cH:19][cH:20]2)[O:9][CH2:10][c:11]2[c:12]1[cH:13][cH:14][cH:15][cH:16]2)[Br:29].